This data is from the Open Reaction Database (ORD), a public repository of structured organic reaction records. The task is: describe an organic reaction: reactants, conditions, products, and yield The reactants are N(=O)[O-].[Na+] (sodium nitrite), [Sn](Cl)Cl (tin (II) chloride), [OH-].[Na+] (caustic soda), NC1=C(C=C(C=2N=C(SC21)Cl)Cl)F (7-amino-2,4-dichloro-6-fluorobenzothiazole). Solvent: O (water), Cl (hydrochloric acid), Cl (hydrochloric acid). Run at time 30 minute. Product: ClC=1SC2=C(N1)C(=CC(=C2NN)F)Cl (2,4-dichloro-6-fluoro-7-hydrazinobenzothiazole). RXN SMILES: [NH2:1][C:2]1[C:10]2[S:9][C:8]([Cl:11])=[N:7][C:6]=2[C:5]([Cl:12])=[CH:4][C:3]=1[F:13].[N:14]([O-])=O.[Na+].[Sn](Cl)Cl.[OH-].[Na+]>Cl.O>[Cl:11][C:8]1[S:9][C:10]2[C:2]([NH:1][NH2:14])=[C:3]([F:13])[CH:4]=[C:5]([Cl:12])[C:6]=2[N:7]=1 |f:1.2,4.5|. Reported procedure: 14.7 g 7-amino-2,4-dichloro-6-fluorobenzothiazole was dissolved in 128 ml concentrated hydrochloric acid and the mixture stirred for 30 minutes at room temperature. It was then cooled to -5° C. and, very slowly, a solution of 4.5 g sodium nitrite in 9.5 ml water was added, dropwise. The mixture was stirred for one hour and cooled to -15° C. At this temperature, a solution of 31.5 g tin (II) chloride in 19 ml concentrated hydrochloric acid was added, dropwise at a rate that the temperature did no... Reactants: COC1=NC(=NC(=C1)OC)S(=O)(=O)C (4,6-dimethoxy-2-methylsulfonylpyrimidine), [H][H] (hydrogen), C(C)O (ethanol), Cl (hydrochloric acid), [H-].[Na+] (sodium hydride), COCC=1C(=C(C=CC1)CC#N)[N+](=O)[O-] (3-methoxymethyl-2-nitrophenylacetonitrile), ice water. Solvent: CN(C=O)C (N,N-dimethylformamide), CN(C=O)C (N,N-dimethylformamide). Run at temperature 10 celsius. Product: C(C)(C)OC(C)C (isopropyl ether), COC1=NC(=NC(=C1)OC)C(C#N)C1=C(C(=CC=C1)COC)[N+](=O)[O-] (2-(4,6-dimethoxypyrimidine-2-yl)-2-(3-methoxymethyl-2-nitrophenyl)acetonitrile). Isolated yield 87.0%. As a reaction SMILES: [H-].[Na+].[CH3:3][O:4][CH2:5][C:6]1[C:7]([N+:15]([O-:17])=[O:16])=[C:8]([CH2:12][C:13]#[N:14])[CH:9]=[CH:10][CH:11]=1.[H][H].[CH3:20][O:21][C:22]1[CH:27]=[C:26]([O:28][CH3:29])[N:25]=[C:24](S(C)(=O)=O)[N:23]=1.Cl.[CH2:35]([OH:37])[CH3:36]>CN(C)C=O>[CH:35]([O:37][CH:6]([CH3:11])[CH3:5])([CH3:20])[CH3:36].[CH3:20][O:21][C:22]1[CH:27]=[C:26]([O:28][CH3:29])[N:25]=[C:24]([CH:12]([C:8]2[CH:9]=[CH:10][CH:11]=[C:6]([CH2:5][O:4][CH3:3])[C:7]=2[N+:15]([O-:17])=[O:16])[C:13]#[N:14])[N:23]=1 |f:0.1|. Procedure: 11.2 g (0.28 M) of 60% sodium hydride was suspended in 100 ml of N,N-dimethylformamide. While the suspension was cooled to 10° C. or lower in an ice water bath and stirred, there-to was dropwise added a solution of 29 g (0.14 M) of 3-methoxymethyl-2-nitrophenylacetonitrile dissolved in 100 ml of N,N-dimethylformamide. After the completion of the dropwise addition, the mixture was stirred at room temperature until there was no evolution of hydrogen. While the mixture was cooled to 10° C. or lower... Reactants: ClC1=C(OCCCC=2CC(NN2)C2=CC=C(C=C2)S(=O)(=O)N(C=2SC=CN2)COC)C=CC(=C1)Cl (4-{5-[3-(2,4-dichloro-phenoxy)-propyl]-3,4-dihydro-2H-pyrazol-3-yl}-N-methoxymethyl-N-thiazol-2-yl-benzenesulfonamide). The reagents and catalysts are [O-2].[Mn+2] (manganese oxide). The solvent is C(Cl)(Cl)Cl (chloroform). Conditions: time 4 hour. Yields the product ClC1=C(OCCCC=2C=C(NN2)C2=CC=C(C=C2)S(=O)(=O)N(C=2SC=CN2)COC)C=CC(=C1)Cl (4-{5-[3-(2,4-dichloro-phenoxy)-propyl]-2H-pyrazol-3-yl}-N-methoxymethyl-N-thiazol-2-yl-benzenesulfonamide). Reaction SMILES: [Cl:1][C:2]1[CH:34]=[C:33]([Cl:35])[CH:32]=[CH:31][C:3]=1[O:4][CH2:5][CH2:6][CH2:7][C:8]1[CH2:9][CH:10]([C:13]2[CH:18]=[CH:17][C:16]([S:19]([N:22]([CH2:28][O:29][CH3:30])[C:23]3[S:24][CH:25]=[CH:26][N:27]=3)(=[O:21])=[O:20])=[CH:15][CH:14]=2)[NH:11][N:12]=1>C(Cl)(Cl)Cl.[O-2].[Mn+2]>[Cl:1][C:2]1[CH:34]=[C:33]([Cl:35])[CH:32]=[CH:31][C:3]=1[O:4][CH2:5][CH2:6][CH2:7][C:8]1[CH:9]=[C:10]([C:13]2[CH:18]=[CH:17][C:16]([S:19]([N:22]([CH2:28][O:29][CH3:30])[C:23]3[S:24][CH:25]=[CH:26][N:27]=3)(=[O:21])=[O:20])=[CH:15][CH:14]=2)[NH:11][N:12]=1 |f:2.3|. Procedure details: A large excess of manganese oxide was added to 4-{5-[3-(2,4-dichloro-phenoxy)-propyl]-3,4-dihydro-2H-pyrazol-3-yl}-N-methoxymethyl-N-thiazol-2-yl-benzenesulfonamide (0.259 mmol) in chloroform (20 mL). After stirring for 4 h the solution was filtered thorough Celite and concentrated in vacuo. The crude 4-{5-[3-(2,4-dichloro-phenoxy)-propyl]-2H-pyrazol-3-yl}-N-methoxymethyl-N-thiazol-2-yl-benzenesulfonamide was used without further purification. Procedure: 5 ml of 2-methoxy-ethylamine were added all at once to a suspension of N-cyano-N'-[4-(imidazol-4-yl)-phenyl]-formamidine (1.8 g) in water (2 ml). When the exothermic reaction subsided, a solution was obtained from which the title compound quickly crystallized out. The product was filtered off and purified via its maleate in acetone. The product is COCCNC=NC1=CC=C(C=C1)C=1N=CNC1 (N-(2-Methoxy-ethyl)-N'-[4-(imidazol-4-yl)-phenyl]-formamidine). The solvent is O (water). Starting materials: COCCN (2-methoxy-ethylamine), C(#N)NC=NC1=CC=C(C=C1)C=1N=CNC1 (N-cyano-N'-[4-(imidazol-4-yl)-phenyl]-formamidine). As a reaction SMILES: [CH3:1][O:2][CH2:3][CH2:4][NH2:5].C(N[CH:9]=[N:10][C:11]1[CH:16]=[CH:15][C:14]([C:17]2[N:18]=[CH:19][NH:20][CH:21]=2)=[CH:13][CH:12]=1)#N>O>[CH3:1][O:2][CH2:3][CH2:4][NH:5][CH:9]=[N:10][C:11]1[CH:16]=[CH:15][C:14]([C:17]2[N:18]=[CH:19][NH:20][CH:21]=2)=[CH:13][CH:12]=1. Starting materials: NCC(CC1(CCCCC1)O)N(C(=O)OCC[Si](C)(C)C)C (1-(3-amino-2-(N-methyl-N-(2-(trimethylsilyl)ethoxycarbonyl)-amino)propyl)cyclohexanol), C[Si](C)(C)Cl (TMSCl), Cl.ClC=1C=C(C=CC1)[C@@](CCCCOC)(O)[C@H]1CNCCC1 ((S)-1-(3-chlorophenyl)-5-methoxy-1-((R)-piperidin-3-yl)pentan-1-ol hydrochloride), ClC(=O)OC1=CC=C(C=C1)[N+](=O)[O-] (4-nitrophenyl chloroformate). Run in C(Cl)Cl (CH2Cl2), CCN(CC)CC (Et3N). Run at time 1 hour. The product is ClC=1C=C(C=CC1)[C@@](CCCCOC)(O)[C@H]1CN(CCC1)C(=O)NCC(CC1(CCCCC1)O)N(C(=O)OCC[Si](C)(C)C)C ((3R)-3-((S)-1-(3-chlorophenyl)-1-hydroxy-5-methoxypentyl)-N-(3-(1-hydroxycyclohexyl)-2-(N-methyl-N-(2-(trimethylsilyl)ethoxycarbonyl)amino)propyl)piperidine-1-carboxamide). Isolated yield 51.4%. RXN SMILES: [NH2:1][CH2:2][CH:3]([N:12]([CH3:22])[C:13]([O:15][CH2:16][CH2:17][Si:18]([CH3:21])([CH3:20])[CH3:19])=[O:14])[CH2:4][C:5]1([OH:11])[CH2:10][CH2:9][CH2:8][CH2:7][CH2:6]1.C[Si](Cl)(C)C.Cl[C:29](OC1C=CC([N+]([O-])=O)=CC=1)=[O:30].Cl.[Cl:42][C:43]1[CH:44]=[C:45]([C@:49]([C@@H:57]2[CH2:62][CH2:61][CH2:60][NH:59][CH2:58]2)([OH:56])[CH2:50][CH2:51][CH2:52][CH2:53][O:54][CH3:55])[CH:46]=[CH:47][CH:48]=1>C(Cl)Cl.CCN(CC)CC>[Cl:42][C:43]1[CH:44]=[C:45]([C@:49]([C@@H:57]2[CH2:62][CH2:61][CH2:60][N:59]([C:29]([NH:1][CH2:2][CH:3]([N:12]([CH3:22])[C:13]([O:15][CH2:16][CH2:17][Si:18]([CH3:20])([CH3:19])[CH3:21])=[O:14])[CH2:4][C:5]3([OH:11])[CH2:10][CH2:9][CH2:8][CH2:7][CH2:6]3)=[O:30])[CH2:58]2)([OH:56])[CH2:50][CH2:51][CH2:52][CH2:53][O:54][CH3:55])[CH:46]=[CH:47][CH:48]=1 |f:3.4|. Reported procedure: To a solution of 1-(3-amino-2-(N-methyl-N-(2-(trimethylsilyl)ethoxycarbonyl)-amino)propyl)cyclohexanol (21 mg, 0.064 mmol) in CH2Cl2 (2 mL) was added Et3N (0.2 mL) and TMSCl (13.9 mg, 164, 0.13 mmol). The resulting solution was stirred for 1 h and evaporated under vacuum The residue was dissolved in CH2Cl2 (2 mL) and pyridine (0.05 mL) was added, followed by 4-nitrophenyl chloroformate (15 mg, 0.077 mmol). The solution was stirred for 30 min and (S)-1-(3-chlorophenyl)-5-methoxy-1-((R)-piperidin-... The reactants are ClC=1C(=CC(=C(C1)CC(=O)N1[C@@H](CC(C1)(F)F)COC1CCC(CC1)C(=O)OC)F)NC(=O)C1=CN(C2=CC=CC=C12)C (methyl 4-(1-(5-chloro-2-fluoro-4-(1-methyl-3-indolylcarbonylamino)phenylacetyl)-4,4-difluoro-(2S)-pyrrolidinylmethoxy)cyclohexanecarboxylate), [OH-].[Na+] (NaOH). The solvent is C1CCOC1 (THF). Reaction conditions: time 14 hour. Yields the product ClC=1C(=CC(=C(C1)CC(=O)N1[C@@H](CC(C1)(F)F)CO[C@@H]1CC[C@H](CC1)C(=O)O)F)NC(=O)C1=CN(C2=CC=CC=C12)C (trans-4-(1-(5-chloro-2-fluoro-4-(1-methyl-3-indolylcarbonylamino)phenylacetyl)-4,4-difluoro-(2S)-pyrrolidinylmethoxy)cyclohexanecarboxylic acid). The yield is 16.5%. RXN SMILES: [Cl:1][C:2]1[C:3]([NH:31][C:32]([C:34]2[C:42]3[C:37](=[CH:38][CH:39]=[CH:40][CH:41]=3)[N:36]([CH3:43])[CH:35]=2)=[O:33])=[CH:4][C:5]([F:30])=[C:6]([CH2:8][C:9]([N:11]2[CH2:15][C:14]([F:17])([F:16])[CH2:13][C@H:12]2[CH2:18][O:19][CH:20]2[CH2:25][CH2:24][CH:23]([C:26]([O:28]C)=[O:27])[CH2:22][CH2:21]2)=[O:10])[CH:7]=1.[OH-].[Na+]>C1COCC1>[Cl:1][C:2]1[C:3]([NH:31][C:32]([C:34]2[C:42]3[C:37](=[CH:38][CH:39]=[CH:40][CH:41]=3)[N:36]([CH3:43])[CH:35]=2)=[O:33])=[CH:4][C:5]([F:30])=[C:6]([CH2:8][C:9]([N:11]2[CH2:15][C:14]([F:16])([F:17])[CH2:13][C@H:12]2[CH2:18][O:19][C@H:20]2[CH2:25][CH2:24][C@H:23]([C:26]([OH:28])=[O:27])[CH2:22][CH2:21]2)=[O:10])[CH:7]=1 |f:1.2|. Procedure: To methyl 4-(1-(5-chloro-2-fluoro-4-(1-methyl-3-indolylcarbonylamino)phenylacetyl)-4,4-difluoro-(2S)-pyrrolidinylmethoxy)cyclohexanecarboxylate (620 mg, 0.53 mmol) were added THF (4.5 ml) and 0.25N NaOH (4.5 ml). The resulting mixture was stirred at room temperature for 14 hours. The reaction mixture was distilled under reduced pressure to remove the solvent. The residue was acidified with 1N HCl, followed by extraction with chloroform-methanol (5:1, v/v). The extract was washed with saturated b... Reactants: FC1=CC=C(C=C1)C=1N=C(SC1)SCC(=O)O ([4-(4-fluoro-phenyl)-thiazol-2-ylsulfanyl]-acetic acid), NC1=NC=CC=C1 (2-amino-pyridine). Yields the product FC1=CC=C(C=C1)C=1N=C(SC1)SCC(=O)NC1=NC=CC=C1 (2-[4-(4-Fluoro-phenyl)-thiazol-2-ylsulfanyl]-N-(pyridin-2-yl)-acetamide). As a reaction SMILES: [F:1][C:2]1[CH:7]=[CH:6][C:5]([C:8]2[N:9]=[C:10]([S:13][CH2:14][C:15]([OH:17])=O)[S:11][CH:12]=2)=[CH:4][CH:3]=1.[NH2:18][C:19]1[CH:24]=[CH:23][CH:22]=[CH:21][N:20]=1>>[F:1][C:2]1[CH:3]=[CH:4][C:5]([C:8]2[N:9]=[C:10]([S:13][CH2:14][C:15]([NH:18][C:19]3[CH:24]=[CH:23][CH:22]=[CH:21][N:20]=3)=[O:17])[S:11][CH:12]=2)=[CH:6][CH:7]=1. Procedure: The title compound was prepared analogously as described in Example 30(d) from 100 mg (0.37 mmol) of [4-(4-fluoro-phenyl)-thiazol-2-ylsulfanyl]-acetic acid and 69.9 mg (0.74 mmol) of 2-amino-pyridine. Yield: 20 mg.